Dataset: the Open Reaction Database (ORD), a public repository of structured organic reaction records. Task: describe an organic reaction: reactants, conditions, products, and yield The reactants are C1(CC1)N1C(=NC(=C1C(=O)N1CCC(CC1)N1CCCC1)I)C1=CC(=CC=C1)C(F)(F)F ([3-cyclopropyl-5-iodo-2-(3-trifluoromethyl-phenyl)-3H-imidazol-4-yl]-(4-pyrrolidin-1-yl-piperidin-1-yl)-methanone), N1=CC=C(C=C1)B(O)O (pyridine-4-yl-boronic acid). Yields the product C1(CC1)N1C(=NC(=C1C(=O)N1CCC(CC1)N1CCCC1)C1=CC=NC=C1)C1=CC(=CC=C1)C(F)(F)F ([3-Cyclopropyl-5-pyridin-4-yl-2-(3-trifluoromethyl-phenyl)-3H-imidazol-4-yl]-(4-pyrrolidin-1-yl-piperidin-1-yl)-methanone). RXN SMILES: [CH:1]1([N:4]2[C:8]([C:9]([N:11]3[CH2:16][CH2:15][CH:14]([N:17]4[CH2:21][CH2:20][CH2:19][CH2:18]4)[CH2:13][CH2:12]3)=[O:10])=[C:7](I)[N:6]=[C:5]2[C:23]2[CH:28]=[CH:27][CH:26]=[C:25]([C:29]([F:32])([F:31])[F:30])[CH:24]=2)[CH2:3][CH2:2]1.[N:33]1[CH:38]=[CH:37][C:36](B(O)O)=[CH:35][CH:34]=1>>[CH:1]1([N:4]2[C:8]([C:9]([N:11]3[CH2:16][CH2:15][CH:14]([N:17]4[CH2:21][CH2:20][CH2:19][CH2:18]4)[CH2:13][CH2:12]3)=[O:10])=[C:7]([C:36]3[CH:37]=[CH:38][N:33]=[CH:34][CH:35]=3)[N:6]=[C:5]2[C:23]2[CH:28]=[CH:27][CH:26]=[C:25]([C:29]([F:32])([F:31])[F:30])[CH:24]=2)[CH2:3][CH2:2]1. Procedure details: In analogy to the procedure described for example 7, [3-cyclopropyl-5-iodo-2-(3-trifluoromethyl-phenyl)-3H-imidazol-4-yl]-(4-pyrrolidin-1-yl-piperidin-1-yl)-methanone (example 63) was reacted with pyridine-4-yl-boronic acid to give the title compound as light brown oil. MS: 510.3 (MH+). The reactants are CCOC(=O)C(F)(F)F, COCCOC, CN([SiH](C)C)[Si](C)(C)C, [Li], CC(C)(C)OC(=O)N1CCCC(=O)C1. Product: CC(C)(C)OC(=O)N1CCC(C(=O)C(F)(F)F)C(=O)C1. Reaction SMILES: [CH2:25]([O:27][C:28](=[O:26])[C:29]([F:30])([F:31])[F:32])[CH3:33].[CH2:34]([CH2:35][O:36][CH3:37])[O:38][CH3:39].[CH3:15][SiH:16]([CH3:17])[N:18]([CH3:19])[Si:20]([CH3:21])([CH3:22])[CH3:23].[Li:24].[O:1]=[C:2]1[CH2:3][N:4]([C:8](=[O:9])[O:10][C:11]([CH3:12])([CH3:13])[CH3:14])[CH2:5][CH2:6][CH2:7]1>>[O:1]=[C:2]1[CH2:3][N:4]([C:8](=[O:9])[O:10][C:11]([CH3:12])([CH3:13])[CH3:14])[CH2:5][CH2:6][CH:7]1[C:28](=[O:27])[C:29]([F:30])([F:31])[F:32]. Reactants: C(C)(C)(C)OC(=O)N[C@H](CNC(OC1=CC=C(C=C1)[N+](=O)[O-])=O)C[C@@H]1COCCC1 ((4-nitrophenyl) (S)-2-(N-(tert-butoxycarbonyl)amino)-3-((R)-tetrahydro-2H-pyran-3-yl)propylcarbamate), OC(=O)C(F)(F)F.ClC=1C=C(C=CC1)[C@H](OCCNC(O)=O)[C@H]1CNCCC1 (2-((R)-(3-chlorophenyl)((R)-piperidin-3-yl)methoxy)ethylcarbamate TFA salt), TEA. Run at time 30 minute. The product is C(=O)(OC(C)(C)C)N[C@H](CNC(=O)N1C[C@@H](CCC1)[C@@H](OCCNC(OC)=O)C1=CC(=CC=C1)Cl)C[C@@H]1COCCC1 (methyl 2-((R)—((R)-1-((S)-2-(Boc-amino)-3-((R)-tetrahydro-2H-pyran-3-yl)propylcarbamoyl)piperidin-3-yl)(3-chlorophenyl)methoxy)ethylcarbamate). Yield: 62.9%. RXN SMILES: [C:1]([O:5][C:6]([NH:8][C@@H:9]([CH2:24][C@H:25]1[CH2:30][CH2:29][CH2:28][O:27][CH2:26]1)[CH2:10][NH:11][C:12](=[O:23])OC1C=CC([N+]([O-])=O)=CC=1)=[O:7])([CH3:4])([CH3:3])[CH3:2].O[C:32](C(F)(F)F)=O.[Cl:38][C:39]1[CH:40]=[C:41]([C@@H:45]([C@@H:53]2[CH2:58][CH2:57][CH2:56][NH:55][CH2:54]2)[O:46][CH2:47][CH2:48][NH:49][C:50](=[O:52])[OH:51])[CH:42]=[CH:43][CH:44]=1>>[C:6]([NH:8][C@@H:9]([CH2:24][C@H:25]1[CH2:30][CH2:29][CH2:28][O:27][CH2:26]1)[CH2:10][NH:11][C:12]([N:55]1[CH2:56][CH2:57][CH2:58][C@@H:53]([C@H:45]([C:41]2[CH:42]=[CH:43][CH:44]=[C:39]([Cl:38])[CH:40]=2)[O:46][CH2:47][CH2:48][NH:49][C:50](=[O:51])[O:52][CH3:32])[CH2:54]1)=[O:23])([O:5][C:1]([CH3:2])([CH3:3])[CH3:4])=[O:7] |f:1.2|. Procedure details: To (4-nitrophenyl) (S)-2-(N-(tert-butoxycarbonyl)amino)-3-((R)-tetrahydro-2H-pyran-3-yl)propylcarbamate solution (2 mL, 0.013 mmol) was added 2-((R)-(3-chlorophenyl)((R)-piperidin-3-yl)methoxy)ethylcarbamate TFA salt (7.0 mg, 0.016 mmol), followed by excess TEA (0.3 mL). The mixture was stirred for 30 min, then the solvent was removed in vacuo. The resulting oil was purified on preparative HPLC to give methyl 2-((R)—((R)-1-((S)-2-(Boc-amino)-3-((R)-tetrahydro-2H-pyran-3-yl)propylcarbamoyl)piperi...